From a dataset of the Open Reaction Database (ORD), a public repository of structured organic reaction records. describe an organic reaction: reactants, conditions, products, and yield Reactants: NC1=NC(=CC(=N1)C1=CC=CC=C1)C1=CC=CC=C1 (2-amino-4,6-diphenylpyrimidine), BrBr (bromine), N(=O)[O-].[Na+] (sodium nitrite). Solvent: Br (HBr). Conditions: temperature -20 celsius. Product: BrC1=NC(=CC(=N1)C1=CC=CC=C1)C1=CC=CC=C1 (2-bromo-4,6-diphenylpyrimidine). Isolated yield 80.3%. As a reaction SMILES: N[C:2]1[N:7]=[C:6]([C:8]2[CH:13]=[CH:12][CH:11]=[CH:10][CH:9]=2)[CH:5]=[C:4]([C:14]2[CH:19]=[CH:18][CH:17]=[CH:16][CH:15]=2)[N:3]=1.[Br:20]Br.N([O-])=O.[Na+]>Br>[Br:20][C:2]1[N:7]=[C:6]([C:8]2[CH:13]=[CH:12][CH:11]=[CH:10][CH:9]=2)[CH:5]=[C:4]([C:14]2[CH:19]=[CH:18][CH:17]=[CH:16][CH:15]=2)[N:3]=1 |f:2.3|. Reported procedure: 48% HBr 50 mL was added to 11 g (44 mmol) of 2-amino-4,6-diphenylpyrimidine and stirred. The solution was cooled down to −20° C., and 8.5 g (53 mmol) of bromine was dropwise added thereto. Further, 3.1 g (44 mmol) of sodium nitrite was dropwise added thereto. The solution was stirred for 3 hours while elevating the temperature up to room temperature. After finishing the reaction, the solution was extracted with ethyl acetate, and the aqueous layer was removed. The organic layer was dried on anhy... Reactants: O (water), ClC1=C(N)C=C(C(=C1)OC)OCC1=C(C(=CC=C1OC)F)F (2-chloro-5-(2,3-difluoro-6-methoxybenzyloxy)-4-methoxyaniline), C(C)(C)N(C(C)C)CC (N,N-diisopropylethylamine), ClC1=NC=NC(=C1[N+](=O)[O-])Cl (4,6-dichloro-5-nitropyrimidine). Run in C(C)(=O)OCC (ethyl acetate), C(C)#N (acetonitrile). Reaction conditions: time 2.5 day. The product is ClC1=C(C(=NC=N1)NC1=C(C=C(C(=C1)OCC1=C(C(=CC=C1OC)F)F)OC)Cl)[N+](=O)[O-] (6-chloro-4-[2-chloro-5-(2,3-difluoro-6-methoxybenzyloxy)-4-methoxyphenylamino]-5-nitropyrimidine). The yield is 45.8%. RXN SMILES: Cl[C:2]1[C:7]([N+:8]([O-:10])=[O:9])=[C:6]([Cl:11])[N:5]=[CH:4][N:3]=1.[Cl:12][C:13]1[CH:19]=[C:18]([O:20][CH3:21])[C:17]([O:22][CH2:23][C:24]2[C:29]([O:30][CH3:31])=[CH:28][CH:27]=[C:26]([F:32])[C:25]=2[F:33])=[CH:16][C:14]=1[NH2:15].C(N(CC)C(C)C)(C)C.O>C(#N)C.C(OCC)(=O)C>[Cl:11][C:6]1[N:5]=[CH:4][N:3]=[C:2]([NH:15][C:14]2[CH:16]=[C:17]([O:22][CH2:23][C:24]3[C:29]([O:30][CH3:31])=[CH:28][CH:27]=[C:26]([F:32])[C:25]=3[F:33])[C:18]([O:20][CH3:21])=[CH:19][C:13]=2[Cl:12])[C:7]=1[N+:8]([O-:10])=[O:9]. Reported procedure: To a suspension of 4,6-dichloro-5-nitropyrimidine (1.75 g) in acetonitrile (30 mL) were added 2-chloro-5-(2,3-difluoro-6-methoxybenzyloxy)-4-methoxyaniline (1.98 g) and N,N-diisopropylethylamine (1.15 mL) at −20° C., and the reaction mixture was allowed to warm slowly to room temperature, and stirred at room temperature for 2.5 days. To the reaction mixture were added water and ethyl acetate, and the resulting mixture was stirred for 10 minutes. The insoluble material was removed by filtration, ...